From a dataset of the Open Reaction Database (ORD), a public repository of structured organic reaction records. describe an organic reaction: reactants, conditions, products, and yield Starting materials: C(CC(=O)Cl)(=O)Cl (malonyl dichloride), O (Water), C(C)(=O)OCC (ethyl acetate), NC1=C(C(=CC(=C1N)Cl)NC(C(CC)OC1=C(C=C(C=C1)C(C)(C)CC)C(C)(C)CC)=O)O (2,3-diamino-4-chloro-6-[2-(2,4-di-t-amylphenoxy)butanoylamino]phenol). The solvent is C1=CC=CC=C1 (benzene), C1=CC=CC=C1 (benzene). Yields the product ClC1=CC(=C(C=2C1=NC(CC(N2)=O)=O)O)NC(C(CC)OC2=C(C=C(C=C2)C(C)(C)CC)C(C)(C)CC)=O (9-Chloro-7-[2-(2,4-di-t-amylphenoxy)butanoylamino]-6-hydroxy-1,5-benzodiazepin-2,4-dione). RXN SMILES: [NH2:1][C:2]1[C:7]([NH2:8])=[C:6]([Cl:9])[CH:5]=[C:4]([NH:10][C:11](=[O:32])[CH:12]([O:15][C:16]2[CH:21]=[CH:20][C:19]([C:22]([CH2:25][CH3:26])([CH3:24])[CH3:23])=[CH:18][C:17]=2[C:27]([CH2:30][CH3:31])([CH3:29])[CH3:28])[CH2:13][CH3:14])[C:3]=1[OH:33].[C:34](Cl)(=[O:39])[CH2:35][C:36](Cl)=[O:37].O.C(OCC)(=O)C>C1C=CC=CC=1>[Cl:9][C:6]1[C:7]2=[N:8][C:34](=[O:39])[CH2:35][C:36](=[O:37])[N:1]=[C:2]2[C:3]([OH:33])=[C:4]([NH:10][C:11](=[O:32])[CH:12]([O:15][C:16]2[CH:21]=[CH:20][C:19]([C:22]([CH2:25][CH3:26])([CH3:24])[CH3:23])=[CH:18][C:17]=2[C:27]([CH2:30][CH3:31])([CH3:29])[CH3:28])[CH2:13][CH3:14])[CH:5]=1. Procedure: In 250 ml of benzene was dissolved 17 g of the resulting 2,3-diamino-4-chloro-6-[2-(2,4-di-t-amylphenoxy)butanoylamino]phenol, and a solution of 5.8 g of malonyl dichloride in 100 ml of benzene was slowly added to the solution at room temperature while stirring. After the dropwise addition, the reaction mixture was stirred for 1 hour. Water and ethyl acetate were added to the reaction mixture to effect extraction. The extract was concentrated, and the residue was purified by silica gel column ch... Starting materials: BrC=1C=C(CCO)C=CC1.BrC=1C=C(C=CC1)CCOC(C)C1=CC(NC2=CC=C(C=C12)C1=C(C=CC=C1)OC)(C)C (4-{1-[2-(3-Bromophenyl)ethoxy]ethyl}-6-(2-methoxyphenyl)-2,2-dimethyl-1,2-dihydroquinoline 3-Bromophenethyl alcohol), solution, C[Si](C)(C)[N-][Si](C)(C)C.[Na+] (sodium bis(trimethylsilyl)amide), C(C)(C)(C)OC(=O)N1C(C=C(C2=CC(=CC=C12)C1=C(C=CC=C1)OC)C(C)OS(=O)(=O)C)(C)C (4-(1-methanesulfonyloxyethyl)-6-(2-methoxyphenyl)-2,2-dimethyl-2H-quinoline-1-carboxylic acid tert-butyl ester). Solvent: C1CCOC1 (THF). The product is BrC1=C(C=CC=C1)CCOC(C)C1=CC(NC2=CC=C(C=C12)C1=C(C=CC=C1)OC)(C)C (4-{1-[2-(2-bromophenyl)ethoxy]ethyl}-6-(2-methoxyphenyl)-2,2-dimethyl-1,2-dihydroquinoline). Reaction SMILES: [Br:1][C:2]1[CH:3]=[C:4]([CH:8]=[CH:9][CH:10]=1)CCO.BrC1C=C([CH2:18][CH2:19][O:20][CH:21]([C:23]2[C:32]3[C:27](=[CH:28][CH:29]=[C:30]([C:33]4[CH:38]=[CH:37][CH:36]=[CH:35][C:34]=4[O:39][CH3:40])[CH:31]=3)[NH:26][C:25]([CH3:42])([CH3:41])[CH:24]=2)[CH3:22])C=CC=1.C[Si]([N-][Si](C)(C)C)(C)C.[Na+].C(OC(N1C2C(=CC(C3C=CC=CC=3OC)=CC=2)C(C(OS(C)(=O)=O)C)=CC1(C)C)=O)(C)(C)C>C1COCC1>[Br:1][C:2]1[CH:3]=[CH:4][CH:8]=[CH:9][C:10]=1[CH2:18][CH2:19][O:20][CH:21]([C:23]1[C:32]2[C:27](=[CH:28][CH:29]=[C:30]([C:33]3[CH:38]=[CH:37][CH:36]=[CH:35][C:34]=3[O:39][CH3:40])[CH:31]=2)[NH:26][C:25]([CH3:42])([CH3:41])[CH:24]=1)[CH3:22] |f:0.1,2.3|. Reported procedure: 4-{1-[2-(3-Bromophenyl)ethoxy]ethyl}-6-(2-methoxyphenyl)-2,2-dimethyl-1,2-dihydroquinoline 3-Bromophenethyl alcohol (37 μL) was treated with 277 μL of 1 M solution of sodium bis(trimethylsilyl)amide in THF and 86 mg of 4-(1-methanesulfonyloxyethyl)-6-(2-methoxyphenyl)-2,2-dimethyl-2H-quinoline-1-carboxylic acid tert-butyl ester to give alkylated product, which was deprotected to yield 13.6 mg of the title compound as a foam. RXN SMILES: [Br:1][c:2]1[cH:3][c:4]([F:18])[c:5]([C:6](=[O:7])[O:8][CH2:9][c:10]2[cH:11][cH:12][cH:13][cH:14][cH:15]2)[cH:16][cH:17]1.[C:26](=[O:27])([O-:28])[O-:29].[CH3:32][N:33]([CH3:34])[CH:35]=[O:36].[K+:30].[K+:31].[OH:19][c:20]1[cH:21][cH:22][cH:23][cH:24][cH:25]1>>[Br:1][c:2]1[cH:3][c:4]([O:19][c:20]2[cH:21][cH:22][cH:23][cH:24][cH:25]2)[c:5]([C:6](=[O:7])[O:8][CH2:9][c:10]2[cH:11][cH:12][cH:13][cH:14][cH:15]2)[cH:16][cH:17]1. Product: O=C(OCc1ccccc1)c1ccc(Br)cc1Oc1ccccc1. Starting materials: O=C(OCc1ccccc1)c1ccc(Br)cc1F, O=C([O-])[O-], CN(C)C=O, [K+], [K+], Oc1ccccc1. Reactants: CC(=O)N[C@@H]1[C@H](C[C@](O[C@H]1[C@@H]([C@@H](CO)O)O)(C(=O)O)OP(=O)(O)OC[C@@H]2[C@H]([C@H]([C@@H](O2)N3C=CC(=NC3=O)N)O)O)O (CMP-sialic acid), βGal(1→3/4)βGlcNAc, O([C@H]1[C@H](O)[C@@H](O)[C@@H](O)[C@H](O1)CO)[C@@H]1[C@H]([C@H](O)O[C@@H]([C@H]1O)CO)NC(=O)C (βGal(1→3)βGlcNAc), O=C[C@H](O)[C@@H](O)[C@@H](O)[C@H](O)CO (galactose), sialic acid, OC(=O)C1(O)C[C@H](O)[C@@H](NC(=O)C)[C@@H](O1)[C@H](O)[C@H](O)CO (Neu5Ac), CC(=O)NC1C(CC(OC1C(C(CO)O)O)(C(=O)O)OP(=O)([O-])OC[C@@H]2[C@H]([C@H]([C@@H](O2)N3C=CC(=NC3=O)N)O)O)O.[Na+] (CMP-Neu5Ac), O([C@H]1[C@H](O)[C@@H](O)[C@@H](O)[C@H](O1)CO)[C@@H]1[C@H](C(O)O[C@@H]([C@@H]1O)CO)NC(=O)C (βGal(1→3)GalNAc). Procedure: The resulting CMP-sialic acid analogue (which in FIG. 3 is illustrated as the CMP derivative of Neu5Ac, i.e., CMP-Neu5Ac) is then combined with the derivatized βGal(1→3)βGlcNAc-OR compound in the presence of the βGal(1→3/4)βGlcNAc α(2→3)sialyltransferase or the βGal(1→3)GalNAc α(2→3)sialyltransferase under conditions wherein sialic acid is transferred to the 3 position of the galactose to form a αNeu5Ac(2→3)βGal linkage. Suitable conditions, known in the art, include the addition of the sialyltr... RXN SMILES: [CH3:1][C:2]([NH:4][C@H:5]1[C@H:10]([C@H:11]([OH:16])[C@H:12]([OH:15])[CH2:13][OH:14])[O:9][C@:8]([O:20]P(OC[C@H]2O[C@@H](N3C(=O)N=C(N)C=C3)[C@H](O)[C@@H]2O)(O)=O)([C:17]([OH:19])=[O:18])[CH2:7][C@@H:6]1[OH:41])=[O:3].OC(C1(O[C@@H]([C@@H]([C@@H](CO)O)O)[C@H](NC(C)=O)[C@@H](O)C1)O)=O.CC(NC1C(C(O)C(O)CO)OC(OP(OC[C@H]2O[C@@H](N3C(=O)N=C(N)C=C3)[C@H](O)[C@@H]2O)([O-])=O)(C(O)=O)CC1O)=O.[Na+].[O:105]([C@H]1[C@H](O)[C@@H](CO)O[C@@H](O)[C@@H]1NC(C)=O)[C@@H:106]1[O:114][C@H:113]([CH2:115][OH:116])[C@H:111]([OH:112])[C@H:109](O)[C@H:107]1[OH:108].O([C@H]1[C@@H](O)[C@@H](CO)OC(O)[C@@H]1NC(C)=O)[C@@H]1O[C@H](CO)[C@H](O)[C@H](O)[C@H]1O.O=C[C@@H]([C@H]([C@H]([C@@H](CO)O)O)O)O>>[OH:19][C:17]([C@@:8]1([O:9][C@@H:10]([C@@H:11]([C@@H:12]([CH2:13][OH:14])[OH:15])[OH:16])[C@H:5]([NH:4][C:2]([CH3:1])=[O:3])[C@@H:6]([OH:41])[CH2:7]1)[O:20][C@H:109]1[C@@H:111]([OH:112])[C@@H:113]([CH2:115][OH:116])[O:114][C@@H:106]([OH:105])[C@@H:107]1[OH:108])=[O:18] |f:2.3|. Product: OC(=O)[C@@]1(O[C@@H]2[C@H]([C@H](O)O[C@@H]([C@@H]2O)CO)O)C[C@H](O)[C@@H](NC(=O)C)[C@@H](O1)[C@H](O)[C@H](O)CO (αNeu5Ac(2→3)βGal). The reactants are C(C(O)C(O)C(=O)O)(=O)O (tartaric acid), NC=1SC(=C(N1)C1=CC=CC=C1)CCCl (2-amino-5-(2-chloroethyl)-4-phenylthiazole), C1(=CC=CC=C1)C=1CCNCC1 (4-phenyl-1,2,3,6-tetrahydropyridine), O (water). Solvent: CO (methanol). Conditions: temperature 120 celsius. Yields the product C(=O)(O)C(O)C(O)C(=O)O.NC=1SC(=C(N1)C1=CC=CC=C1)CCN1CCC(=CC1)C1=CC=CC=C1 (2-Amino-4-phenyl-5-[2-(4-phenyl-1,2,3,6-tetrahydropyridyl)-ethyl]-thiazole tartrate). RXN SMILES: [NH2:1][C:2]1[S:3][C:4]([CH2:13][CH2:14]Cl)=[C:5]([C:7]2[CH:12]=[CH:11][CH:10]=[CH:9][CH:8]=2)[N:6]=1.[C:16]1([C:22]2[CH2:23][CH2:24][NH:25][CH2:26][CH:27]=2)[CH:21]=[CH:20][CH:19]=[CH:18][CH:17]=1.O.[C:29]([OH:38])(=[O:37])[CH:30]([CH:32]([C:34]([OH:36])=[O:35])[OH:33])[OH:31]>CO>[C:34]([CH:32]([CH:30]([C:29]([OH:38])=[O:37])[OH:31])[OH:33])([OH:36])=[O:35].[NH2:1][C:2]1[S:3][C:4]([CH2:13][CH2:14][N:25]2[CH2:24][CH:23]=[C:22]([C:16]3[CH:21]=[CH:20][CH:19]=[CH:18][CH:17]=3)[CH2:27][CH2:26]2)=[C:5]([C:7]2[CH:12]=[CH:11][CH:10]=[CH:9][CH:8]=2)[N:6]=1 |f:5.6|. Reported procedure: 20 mmol of 2-amino-5-(2-chloroethyl)-4-phenylthiazole and 20 mmol of 4-phenyl-1,2,3,6-tetrahydropyridine were thoroughly mixed and were heated under an N2 atmosphere at 120° C. until conversion was complete, which was the case after 20 minutes. After cooling, the solidified melt was stirred with water, the oily solid residue was separated off and stirred thoroughly with methanol and the solid was filtered off under suction. The filter residue was partitioned in 2 N NaOH/CH2Cl2 and the organic ph... The reactants are ClC=1C2=C(N=C(N1)N)N(C=C2I)CC2=NC=C(C(=C2C)OC)C (4-chloro-5-iodo-7-(4-methoxy-3,5-dimethyl-pyridin-2-ylmethyl)-7H-pyrrolo[2,3-d]pyrimidin-2-ylamine), C(CCCC#C)O (5-hexyn-1-ol). Yields the product NC=1N=C(C2=C(N1)N(C=C2C#CCCCCO)CC2=NC=C(C(=C2C)OC)C)Cl (6-[2-Amino-4-chloro-7-(4-methoxy-3,5-dimethyl-pyridin-2-ylmethyl)-7H-pyrrolo[2,3-d]pyrimidin-5-yl]-hex-5-yn-1-ol). As a reaction SMILES: [Cl:1][C:2]1[C:3]2[C:11](I)=[CH:10][N:9]([CH2:13][C:14]3[C:19]([CH3:20])=[C:18]([O:21][CH3:22])[C:17]([CH3:23])=[CH:16][N:15]=3)[C:4]=2[N:5]=[C:6]([NH2:8])[N:7]=1.[CH2:24]([OH:30])[CH2:25][CH2:26][CH2:27][C:28]#[CH:29]>>[NH2:8][C:6]1[N:7]=[C:2]([Cl:1])[C:3]2[C:11]([C:29]#[C:28][CH2:27][CH2:26][CH2:25][CH2:24][OH:30])=[CH:10][N:9]([CH2:13][C:14]3[C:19]([CH3:20])=[C:18]([O:21][CH3:22])[C:17]([CH3:23])=[CH:16][N:15]=3)[C:4]=2[N:5]=1. Reported procedure: The title compound was prepared by Sonogashira coupling of 4-chloro-5-iodo-7-(4-methoxy-3,5-dimethyl-pyridin-2-ylmethyl)-7H-pyrrolo[2,3-d]pyrimidin-2-ylamine (see Example 1) with 5-hexyn-1-ol according to the General Procedure A. tR: 4.92 min. 1H-NMR (DMSO-d6) δ 8.04 (s, 1H), 7.22 (s, 1H), 6.69 (br. s, 2H), 5.25 (s, 2H), 4.39 (t, 1H), 3.70 (s, 3H), 3.40 (q, 2H), 2.39 (t, 2H), 2.23 (s, 3H), 2.14 (s, 3H), 1.55 (m, 4H).